From a dataset of the Open Reaction Database (ORD), a public repository of structured organic reaction records. describe an organic reaction: reactants, conditions, products, and yield Starting materials: CNN (methylhydrazine), ice, C(C)(=O)C1C(CCCC1=O)=O (2-acetyl-1,3-cyclohexanedione). Run in CO (methanol), CO (methanol). The product is CN1N=C(C=2C(CCCC12)=O)C (1,5,6,7-tetrahydro-1,3-dimethyl-4H-indazol-4-one). As a reaction SMILES: [CH3:1][NH:2][NH2:3].[C:4]([CH:7]1[C:12](=[O:13])[CH2:11][CH2:10][CH2:9][C:8]1=O)(=O)[CH3:5]>CO>[CH3:1][N:2]1[C:8]2[CH2:9][CH2:10][CH2:11][C:12](=[O:13])[C:7]=2[C:4]([CH3:5])=[N:3]1. Procedure details: A solution of 11 ml of methylhydrazine in 50 ml of methanol was added dropwise to an ice-cold solution of 30 grams of 2-acetyl-1,3-cyclohexanedione in 200 ml of methanol and the reaction mixture was heated at reflux for 90 minutes. The solvent was removed under reduced pressure and the residue was triturated in hexane and cooled to give a clammy tan solid. This crude product was recrystallized from a mixture of toluene and hexane to give 1,5,6,7-tetrahydro-1,3-dimethyl-4H-indazol-4-one as a yell...